Dataset: the Open Reaction Database (ORD), a public repository of structured organic reaction records. Task: describe an organic reaction: reactants, conditions, products, and yield Starting materials: C(C)(C)(C)OC(=O)N1CCC(CC1)C1=CC=2C(=CN=C(C2)Cl)O1 (4-(5-chloro-furo[2,3-c]pyridin-2-yl)-piperidine-1-carboxylic acid tert-butyl ester), N1=CC=C(C=C1)B(O)O (pyridine-4-boronic acid). Product: C(C)(C)(C)OC(=O)N1CCC(CC1)C1=CC=2C(=CN=C(C2)C2=CC=NC=C2)O1 (4-(5-Pyridin-4-yl-furo[2,3-c]pyridin-2-yl)-piperidine-1-carboxylic acid tert-butyl ester). Reaction SMILES: [C:1]([O:5][C:6]([N:8]1[CH2:13][CH2:12][CH:11]([C:14]2[O:23][C:17]3=[CH:18][N:19]=[C:20](Cl)[CH:21]=[C:16]3[CH:15]=2)[CH2:10][CH2:9]1)=[O:7])([CH3:4])([CH3:3])[CH3:2].[N:24]1[CH:29]=[CH:28][C:27](B(O)O)=[CH:26][CH:25]=1>>[C:1]([O:5][C:6]([N:8]1[CH2:13][CH2:12][CH:11]([C:14]2[O:23][C:17]3=[CH:18][N:19]=[C:20]([C:27]4[CH:28]=[CH:29][N:24]=[CH:25][CH:26]=4)[CH:21]=[C:16]3[CH:15]=2)[CH2:10][CH2:9]1)=[O:7])([CH3:4])([CH3:3])[CH3:2]. Reported procedure: The title compound is prepared from 4-(5-chloro-furo[2,3-c]pyridin-2-yl)-piperidine-1-carboxylic acid tert-butyl ester and pyridine-4-boronic acid following a procedure analogous to that described for Example 1; the reaction is conducted at 150° C. LC (method 1): tR=1.31 min; Mass spectrum (ESI+): m/z=380 [M+H]+. Reactants: [OH-].[Na+] (sodium hydroxide), COC(=O)C1(CCCC1)C1=CC=C(C=C1)NC1=NC(=NC2=C1CCC2)C2CCCC2 (1-[4-(2-cyclopentyl-6,7-dihydro-5H-cyclopentapyrimidin-4-ylamino)-phenyl]-cyclopentanecarboxylic acid methyl ester). Solvent: O (water), CO (MeOH). Conditions: temperature 90 celsius. The product is C1(CCCC1)C1=NC2=C(C(=N1)NC1=CC=C(C=C1)C1(CCCC1)C(=O)O)CCC2 (1-[4-(2-cyclopentyl-6,7-dihydro-5H-cyclopentapyrimidin-4-ylamino)-phenyl]-cyclopentanecarboxylic acid). Yield: 93.6%. As a reaction SMILES: [OH-].[Na+].C[O:4][C:5]([C:7]1([C:12]2[CH:17]=[CH:16][C:15]([NH:18][C:19]3[C:24]4[CH2:25][CH2:26][CH2:27][C:23]=4[N:22]=[C:21]([CH:28]4[CH2:32][CH2:31][CH2:30][CH2:29]4)[N:20]=3)=[CH:14][CH:13]=2)[CH2:11][CH2:10][CH2:9][CH2:8]1)=[O:6]>O.CO>[CH:28]1([C:21]2[N:20]=[C:19]([NH:18][C:15]3[CH:14]=[CH:13][C:12]([C:7]4([C:5]([OH:6])=[O:4])[CH2:11][CH2:10][CH2:9][CH2:8]4)=[CH:17][CH:16]=3)[C:24]3[CH2:25][CH2:26][CH2:27][C:23]=3[N:22]=2)[CH2:29][CH2:30][CH2:31][CH2:32]1 |f:0.1|. Reported procedure: A solution of sodium hydroxide (4.14 g, 100 mmol) in water (100 mL) was added to a solution of 1-[4-(2-cyclopentyl-6,7-dihydro-5H-cyclopentapyrimidin-4-ylamino)-phenyl]-cyclopentanecarboxylic acid methyl ester (7.0 g, 17.2 mmol) in MeOH (100 mL) and the mixture was heated at 90° C. for 8 hours. After evaporation of MeOH under reduced pressure, the mixture was cooled to a temperature in the range of 15° C. to 40° C., and acidified with hydrochloric acid to adjust pH to 3-4. The precipitate formed... Reactants: [Cl-].O[NH3+] (hydroxylammonium chloride), C(O)([O-])=O.[Na+] (sodium hydrogen carbonate), CS(=O)C (dimethyl sulfoxide), [Si](C)(C)(C(C)(C)C)OC(CO[C@@H]1CC[C@H](CC1)N1C=2N(C(=C(C1=O)CC1=CC=C(C=C1)C=1C(=CC=CC1)C#N)CCC)N=C(N2)C)C (4′-({4-[trans-4-(2-{[tert-butyl(dimethyl)silyl]oxy}propoxy)cyclohexyl]-2-methyl-5-oxo-7-propyl-4,5-dihydro[1,2,4]triazolo[1,5-a]pyrimidin-6-yl}methyl)biphenyl-2-carbonitrile). Solvent: O (water), C(C)(=O)OCC (ethyl acetate). Run at temperature 50 celsius, time 30 minute. Product: OC(CO[C@@H]1CC[C@H](CC1)N1C=2N(C(=C(C1=O)CC1=CC=C(C=C1)C1=C(C=CC=C1)C1=NOC(N1)=O)CCC)N=C(N2)C)C (4-[trans-4-(2-hydroxypropoxy)cyclohexyl]-2-methyl-6-{[2′-(5-oxo-4,5-dihydro-1,2,4-oxadiazol-3-yl)biphenyl-4-yl]methyl}-7-propyl[1,2,4]triazolo[1,5-a]pyrimidin-5(4H)-one). The yield is 52.6%. As a reaction SMILES: [Cl-].O[NH3+:3].[C:4](=[O:7])([O-])[OH:5].[Na+].CS(C)=O.[Si]([O:20][CH:21]([CH3:59])[CH2:22][O:23][C@H:24]1[CH2:29][CH2:28][C@H:27]([N:30]2[C:35](=[O:36])[C:34]([CH2:37][C:38]3[CH:43]=[CH:42][C:41]([C:44]4[C:45]([C:50]#[N:51])=[CH:46][CH:47]=[CH:48][CH:49]=4)=[CH:40][CH:39]=3)=[C:33]([CH2:52][CH2:53][CH3:54])[N:32]3[N:55]=[C:56]([CH3:58])[N:57]=[C:31]23)[CH2:26][CH2:25]1)(C(C)(C)C)(C)C>O.C(OCC)(=O)C>[OH:20][CH:21]([CH3:59])[CH2:22][O:23][C@H:24]1[CH2:29][CH2:28][C@H:27]([N:30]2[C:35](=[O:36])[C:34]([CH2:37][C:38]3[CH:39]=[CH:40][C:41]([C:44]4[CH:49]=[CH:48][CH:47]=[CH:46][C:45]=4[C:50]4[NH:51][C:4](=[O:7])[O:5][N:3]=4)=[CH:42][CH:43]=3)=[C:33]([CH2:52][CH2:53][CH3:54])[N:32]3[N:55]=[C:56]([CH3:58])[N:57]=[C:31]23)[CH2:26][CH2:25]1 |f:0.1,2.3|. Procedure details: A mixture of hydroxylammonium chloride (0.42 g), sodium hydrogen carbonate (0.68 g) and dimethyl sulfoxide (10 mL) was stirred at 50° C. for 30 min, 4′-({4-[trans-4-(2-{[tert-butyl(dimethyl)silyl]oxy}propoxy)cyclohexyl]-2-methyl-5-oxo-7-propyl-4,5-dihydro[1,2,4]triazolo[1,5-a]pyrimidin-6-yl}methyl)biphenyl-2-carbonitrile (0.27 g) was added, and the mixture was stirred at 90° C. for 20 hr. After allowing to cool to room temperature, ethyl acetate and water were added to the reaction mixture, and ... The reactants are C(C)OC(C)OCC1=C(C=CC=C1)C(C(=O)NC)=O (2-[2-{(1-ethoxyethyl)oxymethyl}phenyl]-N-methyl-2-oxoacetamide), C[O-].[Na+].CO (sodium methoxide methanol), Cl.CON (Methoxyamine hydrochloride). Solvent: CO (methanol), [Cl-].[Na+].O (brine), CO (methanol). Yields the product C(C)OC(C)OCC1=C(C=CC=C1)C(C(=O)NC)=NOC (2-[2-{(1-ethoxyethyl)oxymethyl}phenyl]-2-methoxyimino-N-methylacetamide). Isolated yield 92.9%. As a reaction SMILES: Cl.[CH3:2][O:3][NH2:4].C[O-].[Na+].CO.[CH2:10]([O:12][CH:13]([O:15][CH2:16][C:17]1[CH:22]=[CH:21][CH:20]=[CH:19][C:18]=1[C:23](=O)[C:24]([NH:26][CH3:27])=[O:25])[CH3:14])[CH3:11]>CO.[Cl-].[Na+].O>[CH2:10]([O:12][CH:13]([O:15][CH2:16][C:17]1[CH:22]=[CH:21][CH:20]=[CH:19][C:18]=1[C:23](=[N:4][O:3][CH3:2])[C:24]([NH:26][CH3:27])=[O:25])[CH3:14])[CH3:11] |f:0.1,2.3.4,7.8.9|. Reported procedure: Methoxyamine hydrochloride (0.50 g, 0.006 mol) was dissolved in methanol (6 ml), and a 28% sodium methoxide-methanol solution (1.45 g, 0.0075 mol) was added to the solution to obtain a suspension. A mixed solution of 2-[2-{(1-ethoxyethyl)oxymethyl}phenyl]-N-methyl-2-oxoacetamide (0.80 g, 0.003 mol) and methanol (3 ml) was added to the suspension, and the mixture was stirred under reflux for 1 hour. After completion of the reaction, half-saturated brine (150 ml) was added, and the mixture was ext... The reactants are NC1=C(C=C(C=C1)Cl)CN1C(=CC(=C1)C)C(=O)OCC (ethyl 1-[(2-amino-5-chloro-phenyl)methyl]-4-methyl-pyrrole-2-carboxylate), CC(C)([O-])C.[K+] (potassium t-butoxide). The solvent is CS(=O)C (dimethyl sulfoxide). Run at temperature 80 celsius. The product is ClC=1C=CC2=C(CN3C(C(N2)=O)=CC(=C3)C)C1 (7-chloro-2-methyl-5,10-dihydro-11H-pyrrolo[2,1-c][1,4]benzodiazepin-11-one). Yield: 74.6%. RXN SMILES: [NH2:1][C:2]1[CH:7]=[CH:6][C:5]([Cl:8])=[CH:4][C:3]=1[CH2:9][N:10]1[CH:14]=[C:13]([CH3:15])[CH:12]=[C:11]1[C:16]([O:18]CC)=O.CC(C)([O-])C.[K+]>CS(C)=O>[Cl:8][C:5]1[CH:6]=[CH:7][C:2]2[NH:1][C:16](=[O:18])[C:11]3=[CH:12][C:13]([CH3:15])=[CH:14][N:10]3[CH2:9][C:3]=2[CH:4]=1 |f:1.2|. Procedure: To a solution of ethyl 1-[(2-amino-5-chloro-phenyl)methyl]-4-methyl-pyrrole-2-carboxylate (35 g, 119.55 mmoles) in dimethyl sulfoxide (120 mL) add potassium t-butoxide (14.76 g, 131.5 mmoles) over 10 minutes. Heat at 80° C. (oil-bath temperature) for 1 h. Allow to cool then pour onto water (400 mL). Collect the resulting brown powdery solid by filtration, washing well with water. Suck as dry as possible on the sinter then transfer to a dish and dry in a vacuum oven at 55° C. over phosphorus pent...